Dataset: the Open Reaction Database (ORD), a public repository of structured organic reaction records. Task: describe an organic reaction: reactants, conditions, products, and yield Reactants: CCOC(=O)C (EtOAc), CN(/C=C/C(=O)C1CN(CCC1)C(=O)OCC1=CC=CC=C1)C ((E)-benzyl 3-(3-(dimethylamino)acryloyl)piperidine-1-carboxylate), NN.O (NH2NH2.H2O), Cl (HCl). Solvent: C(C)O (ethanol). Reaction conditions: time 10 minute. The product is N1N=CC=C1C1CN(CCC1)C(=O)OCC1=CC=CC=C1 (benzyl 3-(1H-pyrazol-5-yl)piperidine-1-carboxylate). The yield is 80.0%. RXN SMILES: C[N:2](C)/[CH:3]=[CH:4]/[C:5]([CH:7]1[CH2:12][CH2:11][CH2:10][N:9]([C:13]([O:15][CH2:16][C:17]2[CH:22]=[CH:21][CH:20]=[CH:19][CH:18]=2)=[O:14])[CH2:8]1)=O.Cl.[NH2:25]N.O.CCOC(C)=O>C(O)C>[NH:25]1[C:5]([CH:7]2[CH2:12][CH2:11][CH2:10][N:9]([C:13]([O:15][CH2:16][C:17]3[CH:22]=[CH:21][CH:20]=[CH:19][CH:18]=3)=[O:14])[CH2:8]2)=[CH:4][CH:3]=[N:2]1 |f:2.3|. Procedure details: A 250-mL round-bottom flask was charged with a solution of (E)-benzyl 3-(3-(dimethylamino)acryloyl)piperidine-1-carboxylate (19 g, 54.05 mmol, 1.00 equiv, 90%) in ethanol (100 mL). To this was added conc.HCl (3 mL, 36%) drop wise and allowed to stir for 10 minutes. Then, to the resulting mixture was added NH2NH2.H2O (60 mL, 80%) and refluxed overnight. The progress was monitored by TLC (EtOAc:PE=1:1). Upon completion, the resulting mixture was concentrated on a rotary evaporator and diluted with... The reactants are C(CCC)[Sn](CCCC)(CCCC)Cl (tri-n-butyltin chloride), BrC1=NC=C(C=C1)CO[Si](C)(C)C(C)(C)C (2-bromo-5-(tert-butyldimethylsilyloxy)methylpyridine), [Li]CCCC (nBuLi), hexanes, O (Water). Solvent: C1CCOC1 (THF). Run at temperature -78 celsius, time 1 hour. The product is [Si](C)(C)(C(C)(C)C)OCC=1C=CC(=NC1)[Sn](CCCC)(CCCC)CCCC ([5-(tert-Butyldimethylsilyloxymethyl)pyridin-2-yl]tri-n-butylstannane). Yield: 102.0%. Reaction SMILES: Br[C:2]1[CH:7]=[CH:6][C:5]([CH2:8][O:9][Si:10]([C:13]([CH3:16])([CH3:15])[CH3:14])([CH3:12])[CH3:11])=[CH:4][N:3]=1.[Li]CCCC.[CH2:22]([Sn:26](Cl)([CH2:31][CH2:32][CH2:33][CH3:34])[CH2:27][CH2:28][CH2:29][CH3:30])[CH2:23][CH2:24][CH3:25].O>C1COCC1>[Si:10]([O:9][CH2:8][C:5]1[CH:6]=[CH:7][C:2]([Sn:26]([CH2:27][CH2:28][CH2:29][CH3:30])([CH2:31][CH2:32][CH2:33][CH3:34])[CH2:22][CH2:23][CH2:24][CH3:25])=[N:3][CH:4]=1)([C:13]([CH3:16])([CH3:15])[CH3:14])([CH3:12])[CH3:11]. Procedure: To a cooled (-78° C.), stirred solution of 2-bromo-5-(tert-butyldimethylsilyloxy)methylpyridine (6.8 g, 0.022 mol) in THF (60 mL) was added 1.6M nBuLi in hexanes (14.1 mL, 0.22 mol). After 1 h, tri-n-butyltin chloride (6.1 mL, 0.022 mol) was added and stirring was continued for 3 h. Water was added, and the mixture was warmed to room temperature and extracted with ether. The combined extracts were dried (MgSO4) and concentrated to give 11.5 g (100%) of product as a brown oil. Reactants: C[S-], CCC(O)(c1cn(Cc2ccc3c(-c4ccc(F)cc4)cc(Cl)nc3c2)nn1)C(F)(F)F, [Na+], CN(C)C=O. Yields the product CCC(O)(c1cn(Cc2ccc3c(-c4ccc(F)cc4)cc(SC)nc3c2)nn1)C(F)(F)F. Reaction SMILES: [CH3:33][S-:34].[Cl:1][c:2]1[n:3][c:4]2[cH:5][c:6]([CH2:19][n:20]3[n:21][n:22][c:23]([C:25]([C:26]([F:27])([F:28])[F:29])([CH2:30][CH3:31])[OH:32])[cH:24]3)[cH:7][cH:8][c:9]2[c:10](-[c:12]2[cH:13][cH:14][c:15]([F:18])[cH:16][cH:17]2)[cH:11]1.[Na+:35].[O:36]=[CH:37][N:38]([CH3:39])[CH3:40]>>[c:2]1([S:34][CH3:33])[n:3][c:4]2[cH:5][c:6]([CH2:19][n:20]3[n:21][n:22][c:23]([C:25]([C:26]([F:27])([F:28])[F:29])([CH2:30][CH3:31])[OH:32])[cH:24]3)[cH:7][cH:8][c:9]2[c:10](-[c:12]2[cH:13][cH:14][c:15]([F:18])[cH:16][cH:17]2)[cH:11]1. Reactants: FC(C(=O)O)(F)F (Trifluoroacetic acid), C(C)(C)(C)OC(=O)N1CC(CC1)C1=C(C=C(C=C1)S(=O)(=O)C1=CC(=C(C=C1)OCC1=CC=C(C=C1)OC)Cl)C (3-{4-[3-chloro-4-(4-methoxy-benzyloxy)-benzenesulfonyl]-2-methyl-phenyl}-pyrrolidine-1-carboxylic acid tert-butyl ester). Run in C(Cl)Cl (DCM). Run at time 3 hour. Product: ClC1=C(C=CC(=C1)S(=O)(=O)C1=CC(=C(C=C1)C1CNCC1)C)O (2-chloro-4-(3-methyl-4-pyrrolidin-3-yl-benzenesulfonyl)-phenol). As a reaction SMILES: FC(F)(F)C(O)=O.C(OC([N:15]1[CH2:19][CH2:18][CH:17]([C:20]2[CH:25]=[CH:24][C:23]([S:26]([C:29]3[CH:34]=[CH:33][C:32]([O:35]CC4C=CC(OC)=CC=4)=[C:31]([Cl:45])[CH:30]=3)(=[O:28])=[O:27])=[CH:22][C:21]=2[CH3:46])[CH2:16]1)=O)(C)(C)C>C(Cl)Cl>[Cl:45][C:31]1[CH:30]=[C:29]([S:26]([C:23]2[CH:24]=[CH:25][C:20]([CH:17]3[CH2:18][CH2:19][NH:15][CH2:16]3)=[C:21]([CH3:46])[CH:22]=2)(=[O:28])=[O:27])[CH:34]=[CH:33][C:32]=1[OH:35]. Procedure details: Trifluoroacetic acid was added to a solution of 3-{4-[3-chloro-4-(4-methoxy-benzyloxy)-benzenesulfonyl]-2-methyl-phenyl}-pyrrolidine-1-carboxylic acid tert-butyl ester (prepared following the procedure described in Example 6) (0.397 g, 0.6939 mmol) in DCM (2 mL). The reaction mixture was stirred at room temperature for 3 hours, and the solvent was then evaporated under reduced pressure. The crude residue was purified via flash chromatography (DCM/MeOH/NH4OH) to give 0.143 g of 2-chloro-4-(3-meth... Reactants: C(C)(=O)O[C@@H]1[C@H]([C@H](OCC=C)O[C@@H]([C@H]1OC(C)=O)COC(C)=O)NC(CCCCCCCCCCCCCCC)=O (allyl 3,4,6-tri-O-acetyl-2-deoxy-2-palmitamido-β-D-glucopyranoside), C(C)(=O)O[C@@H]1[C@H]([C@H](OCC=C)O[C@@H]([C@H]1OC(C)=O)COC(C)=O)NC(CCCCCCCCCCCCCCC)=O (allyl 3,4,6-tri-O-acetyl-2-deoxy-2-palmitamido-β-D-glucopyranoside), [Na] (sodium). Run in CO (methanol). Reaction conditions: time 8 hour. Yields the product C(CCCCCCCCCCCCCCC)(=O)N[C@H]1[C@H](OCC=C)O[C@@H]([C@H]([C@@H]1O)O)CO (Allyl 2-deoxy-2-palmitamido-β-D-glucopyranoside). As a reaction SMILES: C([O:4][C@H:5]1[C@H:14]([O:15]C(=O)C)[C@@H:13]([CH2:19][O:20]C(=O)C)[O:12][C@@H:7]([O:8][CH2:9][CH:10]=[CH2:11])[C@@H:6]1[NH:24][C:25](=[O:41])[CH2:26][CH2:27][CH2:28][CH2:29][CH2:30][CH2:31][CH2:32][CH2:33][CH2:34][CH2:35][CH2:36][CH2:37][CH2:38][CH2:39][CH3:40])(=O)C.[Na]>CO>[C:25]([NH:24][C@@H:6]1[C@@H:5]([OH:4])[C@H:14]([OH:15])[C@@H:13]([CH2:19][OH:20])[O:12][C@H:7]1[O:8][CH2:9][CH:10]=[CH2:11])(=[O:41])[CH2:26][CH2:27][CH2:28][CH2:29][CH2:30][CH2:31][CH2:32][CH2:33][CH2:34][CH2:35][CH2:36][CH2:37][CH2:38][CH2:39][CH3:40] |^1:41|. Procedure details: A solution of 6 grams of allyl 3,4,6-tri-O-acetyl-2-deoxy-2-palmitamido-β-D-glucopyranoside (Compound 1a) in 150 ml. of methanol was refluxed for about 30 minutes after the addition of a piece of sodium metal. A sulfonic cation exchange resin was added to remove the sodium, followed by hot filtration. The filtrate was concentrated on a hot plate and stored overnight in a freezer. It was then filtered to yield the desired compound as a gelatinous solid. Reactants: Clc1ccccc1Cl, COC(=O)C#CC(CF)(CF)Oc1ccc(C(F)(F)F)cc1. Product: COC(=O)C1=CC(CF)(CF)Oc2ccc(C(F)(F)F)cc21. Reaction SMILES: [Cl:23][c:24]1[cH:25][cH:26][cH:27][cH:28][c:29]1[Cl:30].[F:1][CH2:2][C:3]([C:4]#[C:5][C:6](=[O:7])[O:8][CH3:9])([O:10][c:11]1[cH:12][cH:13][c:14]([C:17]([F:18])([F:19])[F:20])[cH:15][cH:16]1)[CH2:21][F:22]>>[F:1][CH2:2][C:3]1([CH2:21][F:22])[CH:4]=[C:5]([C:6](=[O:7])[O:8][CH3:9])[c:12]2[c:11]([cH:16][cH:15][c:14]([C:17]([F:18])([F:19])[F:20])[cH:13]2)[O:10]1. The reactants are BrC1=C(C=CC=C1)S (2-bromobenzene thiol), C(=O)([O-])[O-].[K+].[K+] (K2CO3), C(C(C)C)I (isobutyl iodide). Solvent: CN(C)C=O (DMF), CCOC(=O)C (EtOAc). Reaction conditions: temperature 40 celsius, time 8 hour. The product is BrC1=C(C=CC=C1)SCC(C)C (1-bromo-2-isobutylsulfanyl-benzene). Isolated yield 100.0%. As a reaction SMILES: [Br:1][C:2]1[CH:7]=[CH:6][CH:5]=[CH:4][C:3]=1[SH:8].C([O-])([O-])=O.[K+].[K+].[CH2:15](I)[CH:16]([CH3:18])[CH3:17]>CN(C=O)C.CCOC(C)=O>[Br:1][C:2]1[CH:7]=[CH:6][CH:5]=[CH:4][C:3]=1[S:8][CH2:15][CH:16]([CH3:18])[CH3:17] |f:1.2.3|. Procedure: To a solution of 2-bromobenzene thiol (10.0 g, 52.8 mmol, 1.0 eq.) in DMF (250 mL) was added K2CO3 (17.5 g, 126.7 mmol, 2.4 eq.) and isobutyl iodide (7.3 mL, 63.36 mmol, 1.2 eq). The reaction was warmed to about 40° C. and stirred overnight. The mixture was diluted with EtOAc (300 mL) and washed with water (100 mL) and brine (100 mL). The organic layer was extracted with EtOAc(2×). The combined organic extracts were dried (Na2SO4), filtered and concentrated to afford 1-bromo-2-isobutylsulfanyl-b... Reactants: N1(N=NN=C1)C=1C=NC=C(C(=O)OC)C1 (methyl 5-(1H-tetrazol-1-yl)nicotinate), [OH-].[Li+] (lithium hydroxide). Run in C1CCOC1 (THF), O (water). Run at time 1 hour. Product: N1(N=NN=C1)C=1C=NC=C(C(=O)O)C1 (5-(1H-tetrazol-1-yl)nicotinic acid). Reaction SMILES: [N:1]1([C:6]2[CH:7]=[N:8][CH:9]=[C:10]([CH:15]=2)[C:11]([O:13]C)=[O:12])[CH:5]=[N:4][N:3]=[N:2]1.[OH-].[Li+]>C1COCC1.O>[N:1]1([C:6]2[CH:7]=[N:8][CH:9]=[C:10]([CH:15]=2)[C:11]([OH:13])=[O:12])[CH:5]=[N:4][N:3]=[N:2]1 |f:1.2|. Procedure: The methyl 5-(1H-tetrazol-1-yl)nicotinate obtained in step A was dissolved in THF (50 mL) and treated with 1N lithium hydroxide (50 mL) and stirred for 1 hour. The mixture was diluted with water and the resulting solid isolated by filtration and drying under high vacuum to provide 5-(1H-tetrazol-1-yl)nicotinic acid.